From a dataset of the Open Reaction Database (ORD), a public repository of structured organic reaction records. describe an organic reaction: reactants, conditions, products, and yield Starting materials: O=C([O-])[O-], CCOC(=O)c1cc(N2CCNCC2)ccc1C, CCOC(C)=O, O=C(NCC(F)(F)F)C1(CCCBr)c2ccccc2-c2ccccc21, [K+], [K+], CN(C)C=O. The product is CCOC(=O)c1cc(N2CCN(CCCC3(C(=O)NCC(F)(F)F)c4ccccc4-c4ccccc43)CC2)ccc1C. RXN SMILES: [C:19](=[O:20])([O-:21])[O-:22].[CH3:1][c:2]1[c:3]([C:4](=[O:5])[O:6][CH2:7][CH3:8])[cH:9][c:10]([N:13]2[CH2:14][CH2:15][NH:16][CH2:17][CH2:18]2)[cH:11][cH:12]1.[CH3:55][CH2:56][O:57][C:58](=[O:59])[CH3:60].[F:25][C:26]([CH2:27][NH:28][C:29](=[O:30])[C:31]1([CH2:44][CH2:45][CH2:46][Br:47])[c:32]2[cH:33][cH:34][cH:35][cH:36][c:37]2-[c:38]2[cH:39][cH:40][cH:41][cH:42][c:43]21)([F:48])[F:49].[K+:23].[K+:24].[O:50]=[CH:51][N:52]([CH3:53])[CH3:54]>>[CH3:1][c:2]1[c:3]([C:4](=[O:5])[O:6][CH2:7][CH3:8])[cH:9][c:10]([N:13]2[CH2:14][CH2:15][N:16]([CH2:46][CH2:45][CH2:44][C:31]3([C:29]([NH:28][CH2:27][C:26]([F:25])([F:48])[F:49])=[O:30])[c:32]4[cH:33][cH:34][cH:35][cH:36][c:37]4-[c:38]4[cH:39][cH:40][cH:41][cH:42][c:43]43)[CH2:17][CH2:18]2)[cH:11][cH:12]1. Starting materials: COC(C[C@@H]1C[C@H](C1)COCC1=CC=CC=C1)=O (trans-(3-benzyloxymethyl-cyclobutyl)-acetic acid methyl ester). The reagents and catalysts are [Pd] (Pd/C). Run in C(C)OC(C)=O (ethylacetate). Product: COC(C[C@@H]1C[C@H](C1)CO)=O (Trans-(3-Hydroxymethyl-cyclobutyl)-acetic acid methyl ester). Reaction SMILES: [CH3:1][O:2][C:3](=[O:18])[CH2:4][C@H:5]1[CH2:8][C@H:7]([CH2:9][O:10]CC2C=CC=CC=2)[CH2:6]1>C(OC(=O)C)C.[Pd]>[CH3:1][O:2][C:3](=[O:18])[CH2:4][C@H:5]1[CH2:8][C@H:7]([CH2:9][OH:10])[CH2:6]1. Procedure: Prepared from trans-(3-benzyloxymethyl-cyclobutyl)-acetic acid methyl ester (980 mg, 3.95 mmol) by hydrogenation 16 hours at room temperature using Pd/C (10%) (420 mg) in ethylacetate (20 ml). Starting materials: N1(C[C@@H](CC1)N)C(OC(C)(C)C)=O, c1cc(c2c(c1)nc(cc2)Br)C#N. Reagents/catalysts: c1ccc(cc1)-c2c3ccccc3cc4ccccc24 (9-Phenylanthracene), CCC(C)(C)[O-].[K+]Â Â  (KOPnt), c1c(c(ccc1)[Pd+])c1ccccc1N.[O-]S(C)(=O)=O.c1c(c(c(cc1C(C)C)C(C)C)c1c(ccc(c1P(C(C)(C)C)C(C)(C)C)OC)OC)C(C)C (tBuBrettPhos  Pd G3). The solvent is C1COCCO1 (Dioxane). Conditions: temperature 120 celsius, time nan hour. Product: CC(C)(C)OC(=O)N1CC[C@H](C1)Nc2ccc(nc2)N3CCOCC3. RXN SMILES: [CH3:1][C:2]([O:5][C:6]([N:8]1[CH2:13][C@H:11]([NH2:12])[CH2:10][CH2:9]1)=[O:7])([CH3:4])[CH3:3].Br[c:14]1[n:22][c:21]([c:17]2[cH:16][cH:15]1)[cH:20]c[cH:19][c:18]2[C:23]#[N:24]>>[CH3:1][C:2]([O:5][C:6]([N:8]1[CH2:13][C@H:11]([NH:12][c:17]2[cH:23][n:24][c:14]([N:22]3[CH2:19][CH2:18]O[CH2:20][CH2:21]3)[cH:15][cH:16]2)[CH2:10][CH2:9]1)=[O:7])([CH3:4])[CH3:3]. Reactants: NC=1C=C(C=CC1)NS(=O)(=O)C1=CC(=CC=C1)[N+](=O)[O-] (N-(3-aminophenyl)-3-nitrobenzenesulfonamide), ClC1=NC=C(C(=N1)Cl)Cl (2,4,5-trichloropyrimidine), C([O-])([O-])=O.[K+].[K+] (potassium carbonate). Run in CN(C)C=O (DMF). Run at time 8 hour. The product is ClC1=NC=C(C(=N1)NC=1C=C(C=CC1)NS(=O)(=O)C1=CC(=CC=C1)[N+](=O)[O-])Cl (N-{3-[(2,5-Dichloropyrimidin-4-yl)amino]phenyl}-3-nitrobenzenesulfonamide). Yield: 87.9%. Reaction SMILES: [NH2:1][C:2]1[CH:3]=[C:4]([NH:8][S:9]([C:12]2[CH:17]=[CH:16][CH:15]=[C:14]([N+:18]([O-:20])=[O:19])[CH:13]=2)(=[O:11])=[O:10])[CH:5]=[CH:6][CH:7]=1.[Cl:21][C:22]1[N:27]=[C:26](Cl)[C:25]([Cl:29])=[CH:24][N:23]=1.C(=O)([O-])[O-].[K+].[K+]>CN(C=O)C>[Cl:21][C:22]1[N:27]=[C:26]([NH:1][C:2]2[CH:3]=[C:4]([NH:8][S:9]([C:12]3[CH:17]=[CH:16][CH:15]=[C:14]([N+:18]([O-:20])=[O:19])[CH:13]=3)(=[O:10])=[O:11])[CH:5]=[CH:6][CH:7]=2)[C:25]([Cl:29])=[CH:24][N:23]=1 |f:2.3.4|. Reported procedure: To a solution of N-(3-aminophenyl)-3-nitrobenzenesulfonamide (1.00 g, 3.41 mmol) and 2,4,5-trichloropyrimidine (0.57 g, 3.1 mmol) in DMF (10 mL) was added potassium carbonate (0.52 g, 3.7 mmol). The resulting mixture was stirred overnight at room temperature. The reaction was quenched with sat'd NH4Cl and water. EtOAc was added and the layers separated. The aqueous was extracted with EtOAc. The combined organics were washed with water and brine then dried (MgSO4), filtered, and concentrated. The... Reactants: FC1=C(C(=C(C=C1)[N+](=O)[O-])F)F (1,2,3-trifluoro-4-nitrobenzene), CCC(C)(C)[O-].[Na+] (Sodium tert-pentoxide), C1(=CC(=CC(=C1)C)C)C (mesitylene), C(CC(=O)C)(=O)OCC (ethyl acetoacetate). The solvent is Cl (hydrochloric acid). Conditions: temperature 50 celsius, time 3 hour. Yields the product FC1=C(C(=CC=C1F)[N+](=O)[O-])C(C(=O)OCC)C(C)=O (ethyl 2-(2,3-difluoro-6-nitrophenyl)-3-oxobutanoate). As a reaction SMILES: CCC([O-])(C)C.[Na+].C1(C)C=C(C)C=C(C)C=1.[C:17]([O:23][CH2:24][CH3:25])(=[O:22])[CH2:18][C:19]([CH3:21])=[O:20].[F:26][C:27]1[CH:32]=[CH:31][C:30]([N+:33]([O-:35])=[O:34])=[C:29](F)[C:28]=1[F:37]>Cl>[F:37][C:28]1[C:27]([F:26])=[CH:32][CH:31]=[C:30]([N+:33]([O-:35])=[O:34])[C:29]=1[CH:18]([C:19](=[O:20])[CH3:21])[C:17]([O:23][CH2:24][CH3:25])=[O:22] |f:0.1|. Procedure: Sodium tert-pentoxide (33.52 g) was added to mesitylene (280 ml) and the mixture heated to 50° C. To the suspension was added ethyl acetoacetate (39.61 g) over 10 minutes. The reaction mixture exothermed to about 60° C. The thick slurry was heated to 70° C. and 1,2,3-trifluoro-4-nitrobenzene (25.0 g) added. The mixture exothermed to 80° C. The mixture was held at 70-80° C. for 3 hours, then allowed to cool to ambient and left overnight. To the mixture was added hydrochloric acid (6% w/w, 100 ml)... The reactants are C(C)(C)(C)C1=C(C=C(C=C1)CC(=O)OC)[N+](=O)[O-] (methyl 2-(4-t-butyl-3-nitrophenyl)acetate), C(C)(=O)O (acetic acid). Reagents/catalysts: [Zn] (zinc). Run in four, C(C)(=O)OCC (ethyl acetate), CO (methanol). Reaction conditions: time 2 hour. The product is C(C)(C)(C)C1=C(C=C(C=C1)CC(=O)OC)N (Methyl 2-(4-t-butyl-3-aminophenyl)acetate). The yield is 93.4%. As a reaction SMILES: [C:1]([C:5]1[CH:10]=[CH:9][C:8]([CH2:11][C:12]([O:14][CH3:15])=[O:13])=[CH:7][C:6]=1[N+:16]([O-])=O)([CH3:4])([CH3:3])[CH3:2].C(O)(=O)C>CO.C(OCC)(=O)C.[Zn]>[C:1]([C:5]1[CH:10]=[CH:9][C:8]([CH2:11][C:12]([O:14][CH3:15])=[O:13])=[CH:7][C:6]=1[NH2:16])([CH3:4])([CH3:2])[CH3:3]. Procedure: 5.52 g (84.4 mmol) of zinc powder were added to a suspension of 1.06 g (4.21 mmol) of methyl 2-(4-t-butyl-3-nitrophenyl)acetate [prepared as described in step (i) above] in 30 ml of methanol, and subsequently acetic acid was added to the mixture in four 0.8 ml portions over a period of 1 hour. The reaction mixture was stirred for 2 hours, after which it was diluted with ethyl acetate. It was then filtered using a Celite (trade mark) filter aid. The filtrate was concentrated by evaporation under ...